From a dataset of the Open Reaction Database (ORD), a public repository of structured organic reaction records. describe an organic reaction: reactants, conditions, products, and yield Starting materials: ClC1=CC2=C(N(C(=N2)CN2N=C(C=3C2=CN=CC3)S(=O)(=O)C)[C@H]3CNCC3)C=C1 (1-({5-chloro-1-[(3R)-(pyrrolidin-3-yl)]-1H-benzo[d]imidazol-2-yl}methyl)-3-(methylsulfonyl)-1H-pyrazolo[3,4-c]pyridine), BrCCO (2-bromoethanol), C(=O)([O-])[O-].[Cs+].[Cs+] (Cs2CO3). Solvent: CN(C)C=O (DMF). Conditions: temperature 70 celsius, time 8 hour. Product: ClC1=CC2=C(N(C(=N2)CN2N=C(C=3C2=CN=CC3)S(=O)(=O)C)[C@H]3CN(CC3)CCO)C=C1 (2-[(3R)-3-(5-chloro-2-{[3-(methylsulfonyl)-1H-pyrazolo[3,4-c]pyridin-1-yl]methyl}-1H-benzimidazol-1-yl)pyrrolidin-1-yl]ethanol). RXN SMILES: [Cl:1][C:2]1[CH:29]=[CH:28][C:5]2[N:6]([C@@H:23]3[CH2:27][CH2:26][NH:25][CH2:24]3)[C:7]([CH2:9][N:10]3[C:14]4=[CH:15][N:16]=[CH:17][CH:18]=[C:13]4[C:12]([S:19]([CH3:22])(=[O:21])=[O:20])=[N:11]3)=[N:8][C:4]=2[CH:3]=1.Br[CH2:31][CH2:32][OH:33].C([O-])([O-])=O.[Cs+].[Cs+]>CN(C=O)C>[Cl:1][C:2]1[CH:29]=[CH:28][C:5]2[N:6]([C@@H:23]3[CH2:27][CH2:26][N:25]([CH2:31][CH2:32][OH:33])[CH2:24]3)[C:7]([CH2:9][N:10]3[C:14]4=[CH:15][N:16]=[CH:17][CH:18]=[C:13]4[C:12]([S:19]([CH3:22])(=[O:20])=[O:21])=[N:11]3)=[N:8][C:4]=2[CH:3]=1 |f:2.3.4|. Procedure: To a solution of 1-({5-chloro-1-[(3R)-(pyrrolidin-3-yl)]-1H-benzo[d]imidazol-2-yl}methyl)-3-(methylsulfonyl)-1H-pyrazolo[3,4-c]pyridine (300 mg, 0.70 mmol) in 5 mL of DMF was added 2-bromoethanol (173 mg, 2.1 mmol) and Cs2CO3 (682 mg, 2.1 mmol). The mixture was heated to 70° C. and stirred overnight. The mixture was filtered and then purified by preparative-HPLC to give the title compound. Starting materials: [H-].[Na+] (sodium hydride), C(C)I (ethyl iodide), CS(=O)(=O)C=1C=2C3=C(C(NC3=CC1)=O)C=CC2 (6-(Methylsulfonyl)-benz[cd]indol-2(1H)-one). Solvent: CN(C=O)C (N,N-dimethylformamide), CN(C=O)C (N,N-dimethylformamide), CN(C=O)C (N,N-dimethylformamide). Run at temperature 50 celsius, time 20 minute. Yields the product C(C)N1C(C2=C3C(C(=CC=C13)S(=O)(=O)C)=CC=C2)=O (1-Ethyl-6-(methylsulfonyl)-benz[cd1indol-2(1H)-one). Isolated yield 46.8%. Reaction SMILES: [H-].[Na+].[CH3:3][S:4]([C:7]1[C:8]2[C:9]3[C:13](=[CH:14][CH:15]=1)[NH:12][C:11](=[O:16])[C:10]=3[CH:17]=[CH:18][CH:19]=2)(=[O:6])=[O:5].[CH2:20](I)[CH3:21]>CN(C)C=O>[CH2:20]([N:12]1[C:13]2[C:9]3[C:8](=[CH:19][CH:18]=[CH:17][C:10]=3[C:11]1=[O:16])[C:7]([S:4]([CH3:3])(=[O:6])=[O:5])=[CH:15][CH:14]=2)[CH3:21] |f:0.1|. Procedure: To 25 ml of N,N-dimethylformamide is added 0.48 g of 60% sodium hydride followed by the dropwise addition of a solution of 1.976 g of 6-(methylsulfonyl)-benz[cd]indol-2(1H)-one (Example 3) in 50 ml of N,N-dimethylformamide. Stirring is continued for 20 minutes followed by heating at 50° C. for 10 minutes then cooling at room temperature. A solution of 1.872 g of ethyl iodide in 25 ml of N,N-dimethylformamide is added dropwise and stirring continued for 1.5 hours. The reaction mixture is poured o... Starting materials: C=C(CO)C(=O)OCC, CCN(CC)S(F)(F)F, ClCCl. Yields the product C=C(CF)C(=O)OCC. As a reaction SMILES: [CH2:10]([CH3:11])[O:12][C:13]([C:14](=[CH2:15])[CH2:16][OH:17])=[O:18].[CH2:1]([N:2]([S:3]([F:4])([F:5])[F:7])[CH2:6][CH3:8])[CH3:9].[Cl:19][CH2:20][Cl:21]>>[F:7][CH2:16][C:14]([C:13]([O:12][CH2:10][CH3:11])=[O:18])=[CH2:15]. The reactants are C(CCCCCCCCC)=O (decanal), C(OC)(OC)OC (trimethyl orthoformate), C1(=CC=C(C=C1)S(=O)(=O)O)C (p-toluene sulfonic acid). The solvent is CO (methanol). The product is COC(CCCCCCCCC)OC (Decanal dimethyl acetal). Reaction SMILES: [CH:1](=O)[CH2:2][CH2:3][CH2:4][CH2:5][CH2:6][CH2:7][CH2:8][CH2:9]C.[CH:12](OC)([O:15][CH3:16])[O:13][CH3:14].C1(C)C=CC(S(O)(=O)=O)=CC=1>CO>[CH3:14][O:13][CH:12]([O:15][CH3:16])[CH2:1][CH2:2][CH2:3][CH2:4][CH2:5][CH2:6][CH2:7][CH2:8][CH3:9]. Procedure details: Decanal dimethyl acetal was prepared by reacting 796 g decanal with 763.5 g trimethyl orthoformate in the presence of 1.97 g p-toluene sulfonic acid dissolved in 6.07 g methanol at a temperature of 45° C. for a period of time of 0.33 hours. The resulting product was washed with an aqueous 2.5% sodium bicarbonate solution, and then with water; dried over anhydrous sodium sulfate; filtered through CELITE®/sodium sulfate and distilled at 92–98° C. at 4.36–4.97 mm Hg. Then, into a 2 liter reaction f... Starting materials: O1C(=CC=C1)CCCCN1C(C2=CC=CC=C2C1=O)=O (2-[4-(2-Furanyl)butyl]-1H-isoindole-1,3(2H)-dione), C=O (paraformaldehyde), Cl.CNC (dimethylamine hydrochloride), C=O (paraformaldehyde), Cl.CNC (dimethylamine hydrochloride). The solvent is C(C)O (ethanol). Reaction conditions: time 20 hour. The product is CN(C)CC1=CC=C(O1)CCCCN1C(C2=CC=CC=C2C1=O)=O (2-[4-[5-(Dimethylamino)methyl-2-furanyl]butyl]-1H-isoindole-1,3(2H)-dione). Yield: 49.8%. As a reaction SMILES: [O:1]1[CH:5]=[CH:4][CH:3]=[C:2]1[CH2:6][CH2:7][CH2:8][CH2:9][N:10]1[C:18](=[O:19])[C:17]2[C:12](=[CH:13][CH:14]=[CH:15][CH:16]=2)[C:11]1=[O:20].[CH2:21]=O.Cl.[CH3:24][NH:25][CH3:26]>C(O)C>[CH3:24][N:25]([CH2:21][C:5]1[O:1][C:2]([CH2:6][CH2:7][CH2:8][CH2:9][N:10]2[C:18](=[O:19])[C:17]3[C:12](=[CH:13][CH:14]=[CH:15][CH:16]=3)[C:11]2=[O:20])=[CH:3][CH:4]=1)[CH3:26] |f:2.3|. Procedure: 2-[4-(2-Furanyl)butyl]-1H-isoindole-1,3(2H)-dione (5.38 g), paraformaldehyde (1.2 g) and dimethylamine hydrochloride (3.26 g) were refluxed in absolute ethanol (100 ml). After 6 hr further paraformaldehyde (0.6 g) and dimethylamine hydrochloride (1.6 g) were added and heating continued for a further 20 hr. The solvent was removed, the residue made strongly basic with 5N sodium hydroxide, extracted with ethyl acetate and the organic layer evaporated. The crude product was purified by column chrom...